Dataset: the Open Reaction Database (ORD), a public repository of structured organic reaction records. Task: describe an organic reaction: reactants, conditions, products, and yield Reactants: Oc1cccc(Br)c1, CN(C)C1(C#N)CCC(=O)CC1, C=C, CCOCC, CO, ClC(Cl)Cl, [Cl-], Cl, [Mg], N, [NH4+], C1CCOC1, C1=COCCC1, Cc1ccc(S(=O)(=O)O)cc1, c1ccccc1. Product: CN(C)C1(c2cccc(O)c2)CCC(=O)CC1. As a reaction SMILES: [Br:1][c:2]1[cH:3][c:4]([OH:8])[cH:5][cH:6][cH:7]1.[C:29](#[N:30])[C:31]1([N:38]([CH3:39])[CH3:40])[CH2:32][CH2:33][C:34](=[O:37])[CH2:35][CH2:36]1.[CH2:27]=[CH2:28].[CH3:50][CH2:51][O:52][CH2:53][CH3:54].[CH3:59][OH:60].[CH:55]([Cl:56])([Cl:57])[Cl:58].[Cl-:41].[ClH:43].[Mg:26].[NH3:44].[NH4+:42].[O:45]1[CH2:46][CH2:47][CH2:48][CH2:49]1.[O:9]1[CH:10]=[CH:11][CH2:12][CH2:13][CH2:14]1.[c:15]1([CH3:16])[cH:17][cH:18][c:19]([S:20]([OH:21])(=[O:22])=[O:23])[cH:24][cH:25]1.[cH:61]1[cH:62][cH:63][cH:64][cH:65][cH:66]1>>[c:2]1([C:31]2([N:38]([CH3:39])[CH3:40])[CH2:32][CH2:33][C:34](=[O:37])[CH2:35][CH2:36]2)[cH:3][c:4]([OH:8])[cH:5][cH:6][cH:7]1. The reactants are C1CCOC1, CN(C)P(=O)(N(C)C)N(C)C, CCC(C)Oc1ccc(OCCO)cc1, Fc1cccc(F)n1, [H-], [Na+]. Product: CCC(C)Oc1ccc(OCCOc2cccc(F)n2)cc1. RXN SMILES: [CH2:26]1[O:27][CH2:28][CH2:29][CH2:30]1.[CH3:31][N:32]([CH3:33])[P:34]([N:35]([CH3:36])[CH3:37])([N:38]([CH3:39])[CH3:40])=[O:41].[CH3:3][CH:4]([CH2:5][CH3:6])[O:7][c:8]1[cH:9][cH:10][c:11]([O:12][CH2:13][CH2:14][OH:15])[cH:16][cH:17]1.[F:18][c:19]1[n:20][c:21]([F:25])[cH:22][cH:23][cH:24]1.[H-:1].[Na+:2]>>[CH3:3][CH:4]([CH2:5][CH3:6])[O:7][c:8]1[cH:9][cH:10][c:11]([O:12][CH2:13][CH2:14][O:15][c:21]2[n:20][c:19]([F:18])[cH:24][cH:23][cH:22]2)[cH:16][cH:17]1. Starting materials: [Br-], CCCCCC1CCC(CC=O)CC1, C1CCOC1, Fc1ccc(Br)cc1, OCCc1ccc(F)cc1, Fc1ccc(CC[P+](c2ccccc2)(c2ccccc2)c2ccccc2)cc1, c1ccc(P(c2ccccc2)c2ccccc2)cc1, Cc1ccccc1C. Product: CCCCCC1CCC(CCC=Cc2ccc(F)cc2)CC1. Reaction SMILES: [Br-:38].[CH2:67]([CH2:68][CH2:69][CH2:70][CH3:71])[CH:72]1[CH2:73][CH2:74][CH:75]([CH2:78][CH:79]=[O:80])[CH2:76][CH2:77]1.[CH2:81]1[O:82][CH2:83][CH2:84][CH2:85]1.[F:20][c:21]1[cH:22][cH:23][c:24]([Br:25])[cH:26][cH:27]1.[F:28][c:29]1[cH:30][cH:31][c:32]([CH2:33][CH2:34][OH:35])[cH:36][cH:37]1.[F:39][c:40]1[cH:41][cH:42][c:43]([CH2:44][CH2:45][P+:46]([c:47]2[cH:48][cH:49][cH:50][cH:51][cH:52]2)([c:53]2[cH:54][cH:55][cH:56][cH:57][cH:58]2)[c:59]2[cH:60][cH:61][cH:62][cH:63][cH:64]2)[cH:65][cH:66]1.[c:1]1([P:2]([c:3]2[cH:4][cH:5][cH:6][cH:7][cH:8]2)[c:9]2[cH:10][cH:11][cH:12][cH:13][cH:14]2)[cH:15][cH:16][cH:17][cH:18][cH:19]1.[c:86]1([CH3:87])[c:88]([CH3:89])[cH:90][cH:91][cH:92][cH:93]1>>[F:28][c:29]1[cH:30][cH:31][c:32]([CH:33]=[CH:34][CH2:79][CH2:78][CH:75]2[CH2:74][CH2:73][CH:72]([CH2:67][CH2:68][CH2:69][CH2:70][CH3:71])[CH2:77][CH2:76]2)[cH:36][cH:37]1.